This data is from the Open Reaction Database (ORD), a public repository of structured organic reaction records. The task is: describe an organic reaction: reactants, conditions, products, and yield The reactants are C1=CC=C2C(=C1)C(=CC=C2O)O (1,4-Naphthohydroquinone), OC(CCCCC(=O)O)C1=CC=C(C=C1)OC (6-hydroxy-6-(4-methoxyphenyl)hexanoic acid), C1(=CC=C(C=C1)S(=O)(=O)O)C (p-toluenesulfonic acid). Run in C1(=CC=CC=C1)C (toluene). Reaction conditions: time 8 hour. Product: COC1=CC=C(C=C1)C(CCCCC(=O)O)C=1C(C2=CC=CC=C2C(C1)=O)=O (6-(4-Methoxyphenyl)-6-(1,4-naphthoquinon-2-yl)hexanoic acid). The yield is 21.2%. RXN SMILES: [CH:1]1[CH:6]=[C:5]2[C:7]([OH:12])=[CH:8][CH:9]=[C:10]([OH:11])[C:4]2=[CH:3][CH:2]=1.O[CH:14]([C:22]1[CH:27]=[CH:26][C:25]([O:28][CH3:29])=[CH:24][CH:23]=1)[CH2:15][CH2:16][CH2:17][CH2:18][C:19]([OH:21])=[O:20].C1(C)C=CC(S(O)(=O)=O)=CC=1>C1(C)C=CC=CC=1>[CH3:29][O:28][C:25]1[CH:24]=[CH:23][C:22]([CH:14]([C:9]2[C:10](=[O:11])[C:4]3[C:5]([C:7](=[O:12])[CH:8]=2)=[CH:6][CH:1]=[CH:2][CH:3]=3)[CH2:15][CH2:16][CH2:17][CH2:18][C:19]([OH:21])=[O:20])=[CH:27][CH:26]=1. Procedure details: 1,4-Naphthohydroquinone (8 g) was reacted with 6-hydroxy-6-(4-methoxyphenyl)hexanoic acid (11.9 g) in the presence of p-toluenesulfonic acid (3.8 g) in toluene (200 ml) at 80° C. for 15 hours. Then, the reaction mixture was extracted with ethyl acetate and concentrated. The residue was submitted to an overnight reaction with an aqueous solution (120 ml) of iron (III) chloride hexahydrate (31 g) (0.1 ml) in acetic acid (70 ml) at room temperature. This reaction mixture was extracted with ethyl ac... The reactants are COc1cc(Br)cc(CBr)c1, CN(C)C=O, [H-], O=C1CCc2ccccc2N1, [Na+]. The product is COc1cc(Br)cc(CC2CC(=O)Nc3ccccc32)c1. RXN SMILES: [Br:14][c:15]1[cH:16][c:17]([CH2:18][Br:19])[cH:20][c:21]([O:23][CH3:24])[cH:22]1.[CH3:25][N:26]([CH3:27])[CH:28]=[O:29].[H-:12].[NH:1]1[C:2](=[O:11])[CH2:3][CH2:4][c:5]2[cH:6][cH:7][cH:8][cH:9][c:10]21.[Na+:13]>>[NH:1]1[C:2](=[O:11])[CH2:3][CH:4]([CH2:18][c:17]2[cH:16][c:15]([Br:14])[cH:22][c:21]([O:23][CH3:24])[cH:20]2)[c:5]2[cH:6][cH:7][cH:8][cH:9][c:10]21. Reactants: C1CCOC1, COC(=O)C1(C=NOCc2ccccc2)CC(C)CC(C)C1, Cl, [Li+], [OH-], O, O. The product is CC1CC(C)CC(C=NOCc2ccccc2)(C(=O)O)C1. RXN SMILES: [CH2:27]1[O:28][CH2:29][CH2:30][CH2:31]1.[CH3:1][O:2][C:3](=[O:4])[C:5]1([CH:13]=[N:14][O:15][CH2:16][c:17]2[cH:18][cH:19][cH:20][cH:21][cH:22]2)[CH2:6][CH:7]([CH3:12])[CH2:8][CH:9]([CH3:11])[CH2:10]1.[ClH:26].[Li+:25].[OH-:24].[OH2:23].[OH2:32]>>[O:2]=[C:3]([OH:4])[C:5]1([CH:13]=[N:14][O:15][CH2:16][c:17]2[cH:18][cH:19][cH:20][cH:21][cH:22]2)[CH2:6][CH:7]([CH3:12])[CH2:8][CH:9]([CH3:11])[CH2:10]1. Product: Cl.Cl.CNC(=NCCSCC1=C(N=CN1)C)N (N-methyl-N"-[2-((4-methyl-5-imidazolyl)methylthio)ethyl]guanidine dihydrochloride). Reported procedure: A solution of N-cyano-N'-methyl-N"-[2-((4-methyl-5-imidazolyl)-methylthio)ethyl]guanidine (2.0 g.) in hydrochloric acid (25 ml.) was heated on the steam bath for 2 hours. Concentration followed by recrystallisation of the product from ethanol-ether afforded N-methyl-N"-[2-((4-methyl-5-imidazolyl)methylthio)ethyl]guanidine dihydrochloride (1.44 g.) m.p. 204°-206°. As a reaction SMILES: [C:1]([NH:3][C:4]([NH:16]C)=[N:5][CH2:6][CH2:7][S:8][CH2:9][C:10]1[NH:14][CH:13]=[N:12][C:11]=1[CH3:15])#N.[ClH:18]>>[ClH:18].[ClH:18].[CH3:1][NH:3][C:4]([NH2:16])=[N:5][CH2:6][CH2:7][S:8][CH2:9][C:10]1[NH:14][CH:13]=[N:12][C:11]=1[CH3:15] |f:2.3.4|. Starting materials: C(#N)NC(=NCCSCC1=C(N=CN1)C)NC (N-cyano-N'-methyl-N"-[2-((4-methyl-5-imidazolyl)-methylthio)ethyl]guanidine), Cl (hydrochloric acid). Starting materials: N#CC1(NC(=O)C2CC(S(=O)(=O)c3ccc(Br)cc3C(F)(F)F)CC2C(=O)N2CC(F)(F)C2)CC1, OB(O)c1ccnc(Cl)c1. Yields the product N#CC1(NC(=O)C2CC(S(=O)(=O)c3ccc(-c4ccnc(Cl)c4)cc3C(F)(F)F)CC2C(=O)N2CC(F)(F)C2)CC1. Reaction SMILES: [C:1](#[N:2])[C:3]1([NH:6][C:7](=[O:8])[CH:9]2[CH:10]([C:28](=[O:29])[N:30]3[CH2:31][C:32]([F:34])([F:35])[CH2:33]3)[CH2:11][CH:12]([S:14](=[O:15])(=[O:16])[c:17]3[c:18]([C:24]([F:25])([F:26])[F:27])[cH:19][c:20]([Br:23])[cH:21][cH:22]3)[CH2:13]2)[CH2:4][CH2:5]1.[Cl:36][c:37]1[n:38][cH:39][cH:40][c:41]([B:43]([OH:44])[OH:45])[cH:42]1>>[C:1](#[N:2])[C:3]1([NH:6][C:7](=[O:8])[CH:9]2[CH:10]([C:28](=[O:29])[N:30]3[CH2:31][C:32]([F:34])([F:35])[CH2:33]3)[CH2:11][CH:12]([S:14](=[O:15])(=[O:16])[c:17]3[c:18]([C:24]([F:25])([F:26])[F:27])[cH:19][c:20](-[c:41]4[cH:40][cH:39][n:38][c:37]([Cl:36])[cH:42]4)[cH:21][cH:22]3)[CH2:13]2)[CH2:4][CH2:5]1. Reactants: C, CNC(CCC(=O)OC(C)(C)C)C(=O)OCc1ccccc1, CO, [Pd]. Product: CNCCCC(=O)OC(C)(C)C. As a reaction SMILES: [C:25].[CH2:1]([O:2][C:3](=[O:4])[CH:11]([CH2:12][CH2:13][C:14](=[O:15])[O:16][C:17]([CH3:18])([CH3:19])[CH3:20])[NH:21][CH3:22])[c:5]1[cH:6][cH:7][cH:8][cH:9][cH:10]1.[CH3:23][OH:24].[Pd:26]>>[CH2:11]([CH2:12][CH2:13][C:14](=[O:15])[O:16][C:17]([CH3:18])([CH3:19])[CH3:20])[NH:21][CH3:22]. Starting materials: CC(C)(C)[O-].[K+] (t-BuOK), C(CC(=O)OC(C)(C)C)(=O)OC(C)(C)C (di-tert-butyl malonate), CC(C)(C)[O-].[K+] (t-BuOK), BrC(C(=O)OCC)CBr (ethyl 2,3-dibromopropanoate). Solvent: C1CCOC1 (THF). Reaction conditions: time 30 minute. Product: C1(C(C1)C(=O)OCC)(C(=O)OC(C)(C)C)C(=O)OC(C)(C)C (1,1-di-tert-butyl 2-ethyl cyclopropane-1,1,2-tricarboxylate). The yield is 61.8%. RXN SMILES: CC([O-])(C)C.[K+].[C:7]([O:17][C:18]([CH3:21])([CH3:20])[CH3:19])(=[O:16])[CH2:8][C:9]([O:11][C:12]([CH3:15])([CH3:14])[CH3:13])=[O:10].Br[CH:23]([CH2:29]Br)[C:24]([O:26][CH2:27][CH3:28])=[O:25]>C1COCC1>[C:8]1([C:9]([O:11][C:12]([CH3:13])([CH3:14])[CH3:15])=[O:10])([C:7]([O:17][C:18]([CH3:21])([CH3:20])[CH3:19])=[O:16])[CH2:29][CH:23]1[C:24]([O:26][CH2:27][CH3:28])=[O:25] |f:0.1|. Reported procedure: To a THF (200 mL) solution of t-BuOK (11.4 g, 102 mmol) at −30° C. was added slowly di-tert-butyl malonate (20 g, 92.6 mmol). The internal temperature was maintained between −30° C. and −10° C. After 30 min, ethyl 2,3-dibromopropanoate (29 g, 111.1 mmol) was added. The cooling bath was removed. After 1.5 h, the reaction mixture was cooled to −10° C. for addition of t-BuOK (11.4 g, 102 mmol). The cooling mixture was removed and the mixture was stirred overnight. The solution was evaporated and th... As a reaction SMILES: [CH3:24][C:25](=[O:26])[OH:27].[ClH:1].[Na+:6].[O-:2][C:3]([OH:4])=[O:5].[OH:7][c:8]1[n:9][c:10](-[c:18]2[cH:19][cH:20][cH:21][cH:22][cH:23]2)[cH:11][c:12]2[cH:13][cH:14][n:15][cH:16][c:17]12>>[Cl:1][c:8]1[n:9][c:10](-[c:18]2[cH:19][cH:20][cH:21][cH:22][cH:23]2)[cH:11][c:12]2[cH:13][cH:14][n:15][cH:16][c:17]12. Reactants: CC(=O)O, Cl, [Na+], O=C([O-])O, Oc1nc(-c2ccccc2)cc2ccncc12. The product is Clc1nc(-c2ccccc2)cc2ccncc12. Starting materials: CC(=O)Nc1nc(C)c(S(=O)(=O)Cl)s1, ClCCl, Cl, Nc1ccc(CC(=O)Nc2c(N)n(CC3CC3)c(=O)n(Cc3ccccc3F)c2=O)cc1, c1ccncc1. Yields the product CC(=O)Nc1nc(C)c(S(=O)(=O)Nc2ccc(CC(=O)Nc3c(N)n(CC4CC4)c(=O)n(Cc4ccccc4F)c3=O)cc2)s1. Reaction SMILES: [C:33]([CH3:34])(=[O:35])[NH:36][c:37]1[s:38][c:39]([S:43](=[O:44])(=[O:45])[Cl:46])[c:40]([CH3:42])[n:41]1.[CH2:47]([Cl:48])[Cl:49].[ClH:50].[NH2:1][c:2]1[c:3]([NH:22][C:23]([CH2:24][c:25]2[cH:26][cH:27][c:28]([NH2:31])[cH:29][cH:30]2)=[O:32])[c:4](=[O:21])[n:5]([CH2:13][c:14]2[c:15]([F:20])[cH:16][cH:17][cH:18][cH:19]2)[c:6](=[O:12])[n:7]1[CH2:8][CH:9]1[CH2:10][CH2:11]1.[cH:51]1[cH:52][cH:53][n:54][cH:55][cH:56]1>>[NH2:1][c:2]1[c:3]([NH:22][C:23]([CH2:24][c:25]2[cH:26][cH:27][c:28]([NH:31][S:43]([c:39]3[s:38][c:37]([NH:36][C:33]([CH3:34])=[O:35])[n:41][c:40]3[CH3:42])(=[O:44])=[O:45])[cH:29][cH:30]2)=[O:32])[c:4](=[O:21])[n:5]([CH2:13][c:14]2[c:15]([F:20])[cH:16][cH:17][cH:18][cH:19]2)[c:6](=[O:12])[n:7]1[CH2:8][CH:9]1[CH2:10][CH2:11]1.